Dataset: the Open Reaction Database (ORD), a public repository of structured organic reaction records. Task: describe an organic reaction: reactants, conditions, products, and yield Starting materials: Cl, O=C(Cc1ccccc1)C(F)(F)F, NNc1ccc(S(N)(=O)=O)cc1. Product: NS(=O)(=O)c1ccc(NN=C(Cc2ccccc2)C(F)(F)F)cc1. RXN SMILES: [ClH:14].[F:1][C:2]([F:3])([F:4])[C:5](=[O:6])[CH2:7][c:8]1[cH:9][cH:10][cH:11][cH:12][cH:13]1.[S:15]([NH2:16])(=[O:17])(=[O:18])[c:19]1[cH:20][cH:21][c:22]([NH:25][NH2:26])[cH:23][cH:24]1>>[F:1][C:2]([F:3])([F:4])[C:5]([CH2:7][c:8]1[cH:9][cH:10][cH:11][cH:12][cH:13]1)=[N:26][NH:25][c:22]1[cH:21][cH:20][c:19]([S:15]([NH2:16])(=[O:17])=[O:18])[cH:24][cH:23]1. The product is CCOC(=O)CNCc1cccc(I)c1. Starting materials: CCOC(=O)CBr, CS(C)=O, CCN(C(C)C)C(C)C, Cl, Cl, NCc1cccc(I)c1, O. RXN SMILES: [Br:20][CH2:21][C:22](=[O:23])[O:24][CH2:25][CH3:26].[CH3:28][S:29]([CH3:30])=[O:31].[CH:11]([N:12]([CH:13]([CH3:14])[CH3:15])[CH2:16][CH3:17])([CH3:18])[CH3:19].[ClH:1].[ClH:27].[I:2][c:3]1[cH:4][c:5]([CH2:6][NH2:7])[cH:8][cH:9][cH:10]1.[OH2:32]>>[I:2][c:3]1[cH:4][c:5]([CH2:6][NH:7][CH2:21][C:22](=[O:23])[O:24][CH2:25][CH3:26])[cH:8][cH:9][cH:10]1. As a reaction SMILES: [CH3:31][N:32]([CH3:33])[CH:34]=[O:35].[K+:13].[N+:14](=[O:15])([O-:16])[c:17]1[c:18]([Cl:30])[c:19]([C:26]([F:27])([F:28])[F:29])[cH:20][c:21]([N+:23](=[O:24])[O-:25])[cH:22]1.[NH2:1][c:2]1[n:3][c:4]([CH3:11])[c:5]([Cl:10])[c:6]([CH3:9])[c:7]1[Cl:8].[OH-:12]>>[NH:1]([c:2]1[n:3][c:4]([CH3:11])[c:5]([Cl:10])[c:6]([CH3:9])[c:7]1[Cl:8])[c:18]1[c:17]([N+:14](=[O:15])[O-:16])[cH:22][c:21]([N+:23](=[O:24])[O-:25])[cH:20][c:19]1[C:26]([F:27])([F:28])[F:29]. The product is Cc1nc(Nc2c([N+](=O)[O-])cc([N+](=O)[O-])cc2C(F)(F)F)c(Cl)c(C)c1Cl. Starting materials: CN(C)C=O, [K+], O=[N+]([O-])c1cc([N+](=O)[O-])c(Cl)c(C(F)(F)F)c1, Cc1nc(N)c(Cl)c(C)c1Cl, [OH-]. The reactants are N1=CC=NC=2C3=NCCCN3C(C12)=O (7,8-Dihydro-6H-1,4,5,8a-tetraaza-fluoren-9-one), O.NN (hydrazine hydrate). The solvent is C(C)O (ethanol). Product: NCCCNC1=NNC(C2=C1N=CC=N2)=O (8-(3-amino-propylamino)-6H-pyrazino[2,3-d]pyridazin-5-one). RXN SMILES: [N:1]1[C:13]2[C:12](=[O:14])[N:11]3[C:6](=[N:7][CH2:8][CH2:9][CH2:10]3)[C:5]=2[N:4]=[CH:3][CH:2]=1.O.[NH2:16][NH2:17]>C(O)C>[NH2:7][CH2:8][CH2:9][CH2:10][NH:11][C:6]1[C:5]2[N:4]=[CH:3][CH:2]=[N:1][C:13]=2[C:12](=[O:14])[NH:17][N:16]=1 |f:1.2|. Reported procedure: 7,8-Dihydro-6H-1,4,5,8a-tetraaza-fluoren-9-one (0.53 mmol) was treated with hydrazine hydrate (3.0 mmol) in ethanol (3 mL) for 20 h at RT. Ethanol was removed under vacuum and the crude produce was purified by flash chromatography (MeOH/DCM/Et3N) to yield 8-(3-amino-propylamino)-6H-pyrazino[2,3-d]pyridazin-5-one. The reactants are BrCc1ccccc1, NC(=S)c1ccccc1, ClCCl. The product is Br, N=C(SCc1ccccc1)c1ccccc1. RXN SMILES: [Br:10][CH2:11][c:12]1[cH:13][cH:14][cH:15][cH:16][cH:17]1.[C:1]([c:2]1[cH:3][cH:4][cH:5][cH:6][cH:7]1)(=[S:8])[NH2:9].[Cl:18][CH2:19][Cl:20]>>[BrH:10].[C:1]([c:2]1[cH:3][cH:4][cH:5][cH:6][cH:7]1)([S:8][CH2:11][c:12]1[cH:13][cH:14][cH:15][cH:16][cH:17]1)=[NH:9]. Starting materials: C(C)C=1C(NC(NC1SC1=CC(=CC(=C1)C)C)=O)=O (5-Ethyl-6-(3,5-dimethylphenylthio)-2,4-pyrimidinedione), [Si](C)(C)(C(C)(C)C)OCC1CC=C(C1)CBr ((4-t-butyl-dimethylsilyloxymethylcyclopent-1-en-1-yl)methyl bromide). Yields the product OCC1CC=C(C1)CN1C(NC(C(=C1SC1=CC(=CC(=C1)C)C)CC)=O)=O (1-[(4-Hydroxymethylcyclopent-1-en-1-yl)methyl]-5-ethyl-6-(3,5-dimethylphenylthio)-2,4-pyrimidinedione). Yield: 21.4%. As a reaction SMILES: [CH2:1]([C:3]1[C:4](=[O:19])[NH:5][C:6](=[O:18])[NH:7][C:8]=1[S:9][C:10]1[CH:15]=[C:14]([CH3:16])[CH:13]=[C:12]([CH3:17])[CH:11]=1)[CH3:2].[Si]([O:27][CH2:28][CH:29]1[CH2:33][C:32]([CH2:34]Br)=[CH:31][CH2:30]1)(C(C)(C)C)(C)C>>[OH:27][CH2:28][CH:29]1[CH2:33][C:32]([CH2:34][N:7]2[C:8]([S:9][C:10]3[CH:11]=[C:12]([CH3:17])[CH:13]=[C:14]([CH3:16])[CH:15]=3)=[C:3]([CH2:1][CH3:2])[C:4](=[O:19])[NH:5][C:6]2=[O:18])=[CH:31][CH2:30]1. Reported procedure: 5-Ethyl-6-(3,5-dimethylphenylthio)-2,4-pyrimidinedione and (4-t-butyl-dimethylsilyloxymethylcyclopent-1-en-1-yl)methyl bromide were reacted by the same way with the example 6 to obtain the titled compound (48 mg). Reactants: O=C1NC(=C(C(N1)C=1C=C(C#N)C=CC1)C1=CC=CC=C1)C1=CC=CC=C1 (3-(2-oxo-5,6-diphenyl-1,2,3,4-tetrahydropyrimidin-4-yl)benzonitrile), NO.Cl (NH2OH—HCl), C(=O)([O-])[O-].[Na+].[Na+] (Na2CO3). The solvent is CO (methanol). Yields the product ONC(C1=CC(=CC=C1)C1NC(NC(=C1C1=CC=CC=C1)C1=CC=CC=C1)=O)=N (N-hydroxy-3-(2-oxo-5,6-diphenyl-1,2,3,4-tetrahydropyrimidin-4-yl)benzimidamide). The yield is 19.5%. As a reaction SMILES: [O:1]=[C:2]1[NH:7][CH:6]([C:8]2[CH:9]=[C:10]([CH:13]=[CH:14][CH:15]=2)[C:11]#[N:12])[C:5]([C:16]2[CH:21]=[CH:20][CH:19]=[CH:18][CH:17]=2)=[C:4]([C:22]2[CH:27]=[CH:26][CH:25]=[CH:24][CH:23]=2)[NH:3]1.[NH2:28][OH:29].Cl.C([O-])([O-])=O.[Na+].[Na+]>CO>[OH:29][NH:28][C:11](=[NH:12])[C:10]1[CH:13]=[CH:14][CH:15]=[C:8]([CH:6]2[C:5]([C:16]3[CH:21]=[CH:20][CH:19]=[CH:18][CH:17]=3)=[C:4]([C:22]3[CH:23]=[CH:24][CH:25]=[CH:26][CH:27]=3)[NH:3][C:2](=[O:1])[NH:7]2)[CH:9]=1 |f:1.2,3.4.5|. Procedure: A mixture of 3-(2-oxo-5,6-diphenyl-1,2,3,4-tetrahydropyrimidin-4-yl)benzonitrile (700 mg, 2 mmol, 1 eq), NH2OH—HCl (144 mg, 2.2 mmol, 1.1 eq) and Na2CO3 (414 mg, 4.0 mmol, 2.0 eq) in methanol (5.0 mL) was heated to reflux overnight. The mixture was cooled to room temperature and filtered. The filtered mass was washed with methanol (5.0 mL) and purified by prep-HPLC to afford Compound 99 as a yellow solid (150 mg, 19.5%) and Compound 98 as a white solid (6.7%). Data for Compound 99: 1H NMR (MeOH-...